From a dataset of the Open Reaction Database (ORD), a public repository of structured organic reaction records. describe an organic reaction: reactants, conditions, products, and yield Reactants: yellow oil, intermediate c, C(C)(C)(C)OC(NC=1C=NC=CC1I)=O ((4-iodo-pyridin-3-yl)-carbamic acid tert-butyl ester), C(C)(C)(C)OC(NC=1C=NC=CC1I)=O ((4-iodo-pyridin-3-yl)-carbamic acid tert-butyl ester), ClCC=1OC=CN1 (2-chloromethyl-oxazole). Yields the product C(C)(C)(C)OC(N(CC=1OC=CN1)C=1C=NC=CC1I)=O ((4-Iodo-pyridin-3-yl)-oxazol-2-ylmethyl-carbamic acid tert-butyl ester). RXN SMILES: [C:1]([O:5][C:6](=[O:15])[NH:7][C:8]1[CH:9]=[N:10][CH:11]=[CH:12][C:13]=1[I:14])([CH3:4])([CH3:3])[CH3:2].Cl[CH2:17][C:18]1[O:19][CH:20]=[CH:21][N:22]=1>>[C:1]([O:5][C:6](=[O:15])[N:7]([C:8]1[CH:9]=[N:10][CH:11]=[CH:12][C:13]=1[I:14])[CH2:17][C:18]1[O:19][CH:20]=[CH:21][N:22]=1)([CH3:4])([CH3:2])[CH3:3]. Reported procedure: The title compound was prepared in analogy to example 85, intermediate c, from (4-iodo-pyridin-3-yl)-carbamic acid tert-butyl ester (example 85, intermediate d) and 2-chloromethyl-oxazole (CAS RN 185246-17-7). Light yellow oil (93%). MS (ESI): m/z=402.031 [M+H]+. The reactants are CNS(=O)(=O)Cl, CC#N, [Ca+2], COC(=O)c1cccnc1N, O=C([O-])[O-]. Product: CNS(=O)(=O)Nc1ncccc1C(=O)OC. RXN SMILES: [CH3:17][NH:18][S:19](=[O:20])(=[O:21])[Cl:22].[CH3:23][C:24]#[N:25].[Ca+2:12].[NH2:1][c:2]1[n:3][cH:4][cH:5][cH:6][c:7]1[C:8](=[O:9])[O:10][CH3:11].[O-:13][C:14](=[O:15])[O-:16]>>[NH:1]([c:2]1[n:3][cH:4][cH:5][cH:6][c:7]1[C:8](=[O:9])[O:10][CH3:11])[S:19]([NH:18][CH3:17])(=[O:20])=[O:21].